Dataset: the Open Reaction Database (ORD), a public repository of structured organic reaction records. Task: describe an organic reaction: reactants, conditions, products, and yield RXN SMILES: [CH2:1]([c:2]1[cH:3][cH:4][cH:5][cH:6][cH:7]1)[O:8][c:9]1[c:10]([C:19](=[O:20])[N:21]2[CH2:22][CH2:23][N:24]([c:27]3[c:28]([F:37])[cH:29][c:30]([S:33](=[O:34])(=[O:35])[CH3:36])[cH:31][cH:32]3)[CH2:25][CH2:26]2)[cH:11][c:12]([S:15](=[O:16])(=[O:17])[CH3:18])[cH:13][cH:14]1.[CH3:42][OH:43].[CH:38]([Cl:39])([Cl:40])[Cl:41]>>[OH:8][c:9]1[c:10]([C:19](=[O:20])[N:21]2[CH2:22][CH2:23][N:24]([c:27]3[c:28]([F:37])[cH:29][c:30]([S:33](=[O:34])(=[O:35])[CH3:36])[cH:31][cH:32]3)[CH2:25][CH2:26]2)[cH:11][c:12]([S:15](=[O:16])(=[O:17])[CH3:18])[cH:13][cH:14]1. The product is CS(=O)(=O)c1ccc(N2CCN(C(=O)c3cc(S(C)(=O)=O)ccc3O)CC2)c(F)c1. The reactants are CS(=O)(=O)c1ccc(N2CCN(C(=O)c3cc(S(C)(=O)=O)ccc3OCc3ccccc3)CC2)c(F)c1, CO, ClC(Cl)Cl. Starting materials: NC1=C(C(=NN1C1=C(C=C(C=C1Cl)C(F)(F)F)Cl)C#N)C(C(F)(F)F)=O (5-amino-3-cyano-1-(2,6-dichloro-4-trifluoromethylphenyl)-4-trifluoroacetylpyrazole), C([O-])([O-])=O.[K+].[K+] (potassium carbonate), IC(C)C (2-iodopropane). Run in O (Water). Run at time 48 hour. Yields the product C(#N)C1=NN(C(=C1C(C(F)(F)F)=O)NC(C)C)C1=C(C=C(C=C1Cl)C(F)(F)F)Cl (3-Cyano-1-(2,6-dichloro-4-trifluoromethylphenyl)-5-(prop-2-ylamino)-4-trifluoroacetylpyrazole). RXN SMILES: [NH2:1][C:2]1[N:6]([C:7]2[C:12]([Cl:13])=[CH:11][C:10]([C:14]([F:17])([F:16])[F:15])=[CH:9][C:8]=2[Cl:18])[N:5]=[C:4]([C:19]#[N:20])[C:3]=1[C:21](=[O:26])[C:22]([F:25])([F:24])[F:23].C(=O)([O-])[O-].[K+].[K+].I[CH:34]([CH3:36])[CH3:35]>O>[C:19]([C:4]1[C:3]([C:21](=[O:26])[C:22]([F:25])([F:24])[F:23])=[C:2]([NH:1][CH:34]([CH3:36])[CH3:35])[N:6]([C:7]2[C:12]([Cl:13])=[CH:11][C:10]([C:14]([F:15])([F:16])[F:17])=[CH:9][C:8]=2[Cl:18])[N:5]=1)#[N:20] |f:1.2.3|. Reported procedure: To a stirred solution of 5-amino-3-cyano-1-(2,6-dichloro-4-trifluoromethylphenyl)-4-trifluoroacetylpyrazole (1 g) in anhydrous N,N-dimethylformnamide (4 ml) at room temperature was added potassium carbonate (0.7 g), then 2-iodopropane (190 μl). The mixture was stirred at room temperature for 48 hours. Water (50 ml) was then added, and the mixture was extracted with ether (50 ml, ×2). The combined organic layers were washed with water (50 ml), dried (Na2SO4) filtered and evaporated. The residue w...